The task is: describe an organic reaction: reactants, conditions, products, and yield. This data is from the Open Reaction Database (ORD), a public repository of structured organic reaction records. Starting materials: O=C([O-])[O-], COc1cc(CCOS(C)(=O)=O)ccc1OS(C)(=O)=O, CC#N, [K+], [K+], O=Cc1ccc(O)cc1. The product is COc1cc(CCOc2ccc(C=O)cc2)ccc1OS(C)(=O)=O. RXN SMILES: [C:30](=[O:31])([O-:32])[O-:33].[CH3:1][S:2](=[O:3])(=[O:4])[O:5][CH2:6][CH2:7][c:8]1[cH:9][c:10]([O:19][CH3:20])[c:11]([O:14][S:15](=[O:16])(=[O:17])[CH3:18])[cH:12][cH:13]1.[CH3:36][C:37]#[N:38].[K+:34].[K+:35].[OH:21][c:22]1[cH:23][cH:24][c:25]([CH:26]=[O:27])[cH:28][cH:29]1>>[O:5]([CH2:6][CH2:7][c:8]1[cH:9][c:10]([O:19][CH3:20])[c:11]([O:14][S:15](=[O:16])(=[O:17])[CH3:18])[cH:12][cH:13]1)[c:22]1[cH:23][cH:24][c:25]([CH:26]=[O:27])[cH:28][cH:29]1. The reactants are BrCCC (1-bromopropane), O (Water), C1(CC1)COC=1C=C(C=CC1OC)C=1OC=C(N1)CNC(C1=NC=CC=C1O)=O (N-[2-(3-cyclopropylmethoxy-4-methoxyphenyl)oxazol-4-ylmethyl]-3-hydroxypicolinamide), C([O-])([O-])=O.[Cs+].[Cs+] (cesium carbonate). Run in C(C)#N (acetonitrile), C(C)(=O)OCC (ethyl acetate). Reaction conditions: time 8 hour. Product: C(CC)OC=1C(=NC=CC1)C(=O)N (3-propoxypicolinamide). Reaction SMILES: C1(COC2C=C(C3OC=C(C[NH:20][C:21](=[O:29])[C:22]4[C:27]([OH:28])=[CH:26][CH:25]=[CH:24][N:23]=4)N=3)C=CC=2OC)CC1.C(=O)([O-])[O-].[Cs+].[Cs+].Br[CH2:37][CH2:38][CH3:39].O>C(#N)C.C(OCC)(=O)C>[CH2:37]([O:28][C:27]1[C:22]([C:21]([NH2:20])=[O:29])=[N:23][CH:24]=[CH:25][CH:26]=1)[CH2:38][CH3:39] |f:1.2.3|. Procedure: 0.1 g of N-[2-(3-cyclopropylmethoxy-4-methoxyphenyl)oxazol-4-ylmethyl]-3-hydroxypicolinamide obtained in Example 45 and 0.16 g of cesium carbonate were dissolved in 4 ml of acetonitrile, and 0.2 g of 1-bromopropane was added thereto and stirred overnight at room temperature. Water was added to the reaction mixture and extraction was performed with ethyl acetate. The extract was washed with water once, and further washed with saturated aqueous citric acid once. The organic layer was concentrated ... The product is C(C)OC(=O)C1C(C=CCC1C1=CC=CC=C1)=O (2-ethoxycarbonyl-3-phenylcyclohex-5-enone). Conditions: time 65 hour. As a reaction SMILES: [Na].[C:2]([O:8][CH2:9][CH3:10])(=[O:7])[CH2:3][C:4]([CH3:6])=[O:5].[CH:11](=O)/[CH:12]=[CH:13]/[C:14]1[CH:19]=[CH:18][CH:17]=[CH:16][CH:15]=1.Cl>C(O)C>[CH2:9]([O:8][C:2]([CH:3]1[CH:13]([C:14]2[CH:19]=[CH:18][CH:17]=[CH:16][CH:15]=2)[CH2:12][CH:11]=[CH:6][C:4]1=[O:5])=[O:7])[CH3:10] |^1:0|. The reactants are C(\C=C\C1=CC=CC=C1)=O (trans-cinnamaldehyde), Cl (hydrochloric acid), [Na] (sodium), C(CC(=O)C)(=O)OCC (ethyl acetoacetate). Run in C(C)O (ethanol), C(C)O (ethanol). Procedure: Under a nitrogen atmosphere, 0.1 gram (0.004 mole) of sodium metal was reacted in 40 mL of ethanol. The solution was stirred, and 13.0 grams (0.100 mole) of ethyl acetoacetate was added. The reaction mixture was cooled in an ice bath, and 13.2 grams (0.100 mole) of trans-cinnamaldehyde in 10 mL of ethanol was added dropwise during a 10 minute period. Upon completion of addition, the reaction mixture was allowed to warm to ambient temperature where it stirred for about 18 hours. After this time t... The reactants are C(C)(=O)N1CC(C2=CC=C(C=C12)NC(C1=CC(=C(C=C1)F)NC1=NC=CC=C1C1=NC=NC=C1)=O)(C)C (N-(1-Acetyl-3,3-dimethyl-2,3-dihydro-1H-indol-6-yl)-4-fluoro-3-(3-pyrimidin-4-yl-pyridin-2-ylamino)-benzamide). Solvent: C(C)O (ethanol). Run at temperature 47 celsius. Product: CC1(CNC2=CC(=CC=C12)NC(C1=CC(=C(C=C1)F)NC1=NC=CC=C1C1=NC=NC=C1)=O)C (N-(3,3-Dimethyl-2,3-dihydro-1H-indol-6-yl)-4-fluoro-3-(3-pyrimidin-4-yl-pyridin-2-ylamino)-benzamide). RXN SMILES: C([N:4]1[C:12]2[C:7](=[CH:8][CH:9]=[C:10]([NH:13][C:14](=[O:35])[C:15]3[CH:20]=[CH:19][C:18]([F:21])=[C:17]([NH:22][C:23]4[C:28]([C:29]5[CH:34]=[CH:33][N:32]=[CH:31][N:30]=5)=[CH:27][CH:26]=[CH:25][N:24]=4)[CH:16]=3)[CH:11]=2)[C:6]([CH3:37])([CH3:36])[CH2:5]1)(=O)C>C(O)C>[CH3:36][C:6]1([CH3:37])[C:7]2[C:12](=[CH:11][C:10]([NH:13][C:14](=[O:35])[C:15]3[CH:20]=[CH:19][C:18]([F:21])=[C:17]([NH:22][C:23]4[C:28]([C:29]5[CH:34]=[CH:33][N:32]=[CH:31][N:30]=5)=[CH:27][CH:26]=[CH:25][N:24]=4)[CH:16]=3)=[CH:9][CH:8]=2)[NH:4][CH2:5]1. Reported procedure: N-(1-Acetyl-3,3-dimethyl-2,3-dihydro-1H-indol-6-yl)-4-fluoro-3-(3-pyrimidin-4-yl-pyridin-2-ylamino)-benzamide (137 mg, 0.28 mmol, Example Norman) was dissolved in 3:1 ethanol/concentrated HCl and heated under N2 at 47° C. for 20 h. After concentration, the residue was diluted with sat'd aqueous NaHCO3 and extracted with EtOAc. The organic layer was dried with Na2SO4, concentrated, triturated with methanol, and filtered to provide yellow solid product. MS m/z=455 [M+H]+. Calc'd for C26H23FN6O: 45... Starting materials: C(C)(C)(C)OC(=O)NC1=CC=C(OC2=NC(=NC=C2C(=O)O)C=2C=NC=CC2)C=C1 (4-(4-tert-Butoxycarbonylaminophenoxy)-2-pyridin-3-ylpyrimidine-5-carboxylic acid), C(=O)(C(F)(F)F)O (TFA). The solvent is C(Cl)Cl (CH2Cl2). Reaction conditions: time 1.5 hour. Product: NC1=CC=C(OC2=NC(=NC=C2C(=O)O)C=2C=NC=CC2)C=C1 (4-(4-Aminophenoxy)-2-pyridin-3-ylpyrimidine-5-carboxylic acid). Isolated yield 202.7%. RXN SMILES: C(OC([NH:8][C:9]1[CH:30]=[CH:29][C:12]([O:13][C:14]2[C:19]([C:20]([OH:22])=[O:21])=[CH:18][N:17]=[C:16]([C:23]3[CH:24]=[N:25][CH:26]=[CH:27][CH:28]=3)[N:15]=2)=[CH:11][CH:10]=1)=O)(C)(C)C.C(O)(C(F)(F)F)=O>C(Cl)Cl>[NH2:8][C:9]1[CH:30]=[CH:29][C:12]([O:13][C:14]2[C:19]([C:20]([OH:22])=[O:21])=[CH:18][N:17]=[C:16]([C:23]3[CH:24]=[N:25][CH:26]=[CH:27][CH:28]=3)[N:15]=2)=[CH:11][CH:10]=1. Reported procedure: To a solution of Compound 17b (1.5 g; 3.6 mmol) in CH2Cl2 (30 mL) was adde TFA (10 mL). The solution was stirred at room temperature for 1.5 h, and the solvent was evaporated in vacuo. The residue was triturated with Et2O, collected the solid and dried to afford the title Compound 17c (2.25 g; 96% yield based on tri-TFA salt). MS: m/z 309.2 (M+H)+.